Dataset: the Open Reaction Database (ORD), a public repository of structured organic reaction records. Task: describe an organic reaction: reactants, conditions, products, and yield The reactants are Cc1c(Cl)cccc1S(=O)(=O)Cl, Nc1cccc(COCc2ccc(F)cc2)n1. Yields the product Cc1c(Cl)cccc1S(=O)(=O)Nc1cccc(COCc2ccc(F)cc2)n1. As a reaction SMILES: [Cl:18][c:19]1[c:20]([CH3:29])[c:21]([S:25](=[O:26])(=[O:27])[Cl:28])[cH:22][cH:23][cH:24]1.[F:1][c:2]1[cH:3][cH:4][c:5]([CH2:6][O:7][CH2:8][c:9]2[cH:10][cH:11][cH:12][c:13]([NH2:15])[n:14]2)[cH:16][cH:17]1>>[F:1][c:2]1[cH:3][cH:4][c:5]([CH2:6][O:7][CH2:8][c:9]2[cH:10][cH:11][cH:12][c:13]([NH:15][S:25]([c:21]3[c:20]([CH3:29])[c:19]([Cl:18])[cH:24][cH:23][cH:22]3)(=[O:26])=[O:27])[n:14]2)[cH:16][cH:17]1. Starting materials: CCCCCC.C(CCC)[Li] (n-butyl lithium hexane), COCOC1=C(C=C(C=C1)COCOC)Br (2-bromo-4-methoxymethoxymethylphenol methoxymethyl ether), CN(C)C=O (DMF). Solvent: C(C)OCC (diethyl ether). Conditions: time 1 hour. The product is COCOC=1C(C=O)=CC(=CC1)COCOC (5-methoxymethoxymethyl salicylaldehyde methoxymethyl ether). Reaction SMILES: [CH3:1][O:2][CH2:3][O:4][C:5]1[CH:10]=[CH:9][C:8]([CH2:11][O:12][CH2:13][O:14][CH3:15])=[CH:7][C:6]=1Br.CCCCCC.C([Li])CCC.CN([CH:31]=[O:32])C>C(OCC)C>[CH3:1][O:2][CH2:3][O:4][C:5]1[C:6](=[CH:7][C:8]([CH2:11][O:12][CH2:13][O:14][CH3:15])=[CH:9][CH:10]=1)[CH:31]=[O:32] |f:1.2|. Procedure: A solution of 2-bromo-4-methoxymethoxymethylphenol methoxymethyl ether (11.18 g) in diethyl ether (400 ml) was cooled to -78° C. To the solution was added dropwise a 1.6M n-butyl lithium hexane solution (28 ml) under argon atmosphere. The mixture was stirred for one hour while maintaining the temperature, to which was added dropwise DMF (5 ml), followed by raising the temperature up to room temperature and stirring overnight. The reaction mixture was subjected to extraction with the addition of ... Reactants: C(C)(=O)OC1=CC=CC=C1 (phenyl acetate), C(C1=CC=CC=C1)(C1=CC=CC=C1)O.FC(C=1C=C(C=C(C1)C(F)(F)F)S(=O)(=O)NC1=C(OC2=C(C(=O)[O-])C=CC=C2)C=CC(=C1)C(F)(F)F)(F)F (benzhydrol 2-[2-[3,5-bis(trifluoromethyl)phenylsulfonamido]-4-trifluoromethylphenoxy]benzoate). The product is FC(C=1C=C(C=C(C1)C(F)(F)F)S(=O)(=O)NC1=C(OC2=C(C=CC=C2)CC(=O)O)C=CC(=C1)C(F)(F)F)(F)F (2-[2-[3,5-Bis(trifluoromethyl)phenylsulfonamido]-4-trifluoromethyl-phenoxy]phenylacetic acid). RXN SMILES: [C:1]([O:4]C1C=CC=CC=1)(=[O:3])[CH3:2].C(O)(C1C=CC=CC=1)C1C=CC=CC=1.[F:25][C:26]([F:62])([F:61])[C:27]1[CH:28]=[C:29]([S:37]([NH:40][C:41]2[CH:56]=[C:55]([C:57]([F:60])([F:59])[F:58])[CH:54]=[CH:53][C:42]=2[O:43][C:44]2[CH:52]=[CH:51][CH:50]=[CH:49][C:45]=2C([O-])=O)(=[O:39])=[O:38])[CH:30]=[C:31]([C:33]([F:36])([F:35])[F:34])[CH:32]=1>>[F:35][C:33]([F:36])([F:34])[C:31]1[CH:30]=[C:29]([S:37]([NH:40][C:41]2[CH:56]=[C:55]([C:57]([F:59])([F:60])[F:58])[CH:54]=[CH:53][C:42]=2[O:43][C:44]2[CH:52]=[CH:51][CH:50]=[CH:49][C:45]=2[CH2:2][C:1]([OH:4])=[O:3])(=[O:38])=[O:39])[CH:28]=[C:27]([C:26]([F:61])([F:62])[F:25])[CH:32]=1 |f:1.2|. Reported procedure: Following the procedure of Example 1(f) except substituting benzhydrol 2-[3,5-bis (trifluoromethyl)phenylsulfonamido]-4-trifluoromethylphenoxy]phenyl acetate for benzhydrol 2-[2-[3,5-bis(trifluoromethyl)phenylsulfonamido]-4-trifluoromethylphenoxy]benzoate, the title compound was obtained; mp 165°-166° C. Yield: 40.0%. Reported procedure: A mixture of 5-(4-(4-fluoro-1H-indol-2-yl)-5-(2-methylprop-1-en-1-yl)pyridin-2-yl)-2-(4-fluorophenyl)-N-methyl-6-(N-methylmethylsulfonamido)benzofuran-3-carboxamide (100 mg, 0.156 mmol) and K3PO4 (166 mg, 0.781 mmol) in DMAc (0.8 mL) was stirred at 100° C. overnight. The mixture was then diluted with water (40 mL) and extracted with EA (20 mL*3). The organic layer was washed with brine (30 mL*3), dried over Na2SO4 and concentrated. The residue was purified by prep-TLC (DCM:EA=1:1) to afford the ... The solvent is CC(=O)N(C)C (DMAc), O (water). Run at temperature 100 celsius, time 8 hour. RXN SMILES: [F:1][C:2]1[CH:10]=[CH:9][CH:8]=[C:7]2[C:3]=1[CH:4]=[C:5]([C:11]1[C:16]([CH:17]=[C:18]([CH3:20])[CH3:19])=[CH:15][N:14]=[C:13]([C:21]3[C:22]([N:41]([CH3:46])[S:42]([CH3:45])(=[O:44])=[O:43])=[CH:23][C:24]4[O:28][C:27]([C:29]5[CH:34]=[CH:33][C:32]([F:35])=[CH:31][CH:30]=5)=[C:26]([C:36]([NH:38][CH3:39])=[O:37])[C:25]=4[CH:40]=3)[CH:12]=1)[NH:6]2.[O-]P([O-])([O-])=O.[K+].[K+].[K+]>CC(N(C)C)=O.O>[F:1][C:2]1[C:3]2[CH:4]=[C:5]3[C:11]4[CH:12]=[C:13]([C:21]5[C:22]([N:41]([CH3:46])[S:42]([CH3:45])(=[O:43])=[O:44])=[CH:23][C:24]6[O:28][C:27]([C:29]7[CH:30]=[CH:31][C:32]([F:35])=[CH:33][CH:34]=7)=[C:26]([C:36]([NH:38][CH3:39])=[O:37])[C:25]=6[CH:40]=5)[N:14]=[CH:15][C:16]=4[CH2:17][C:18]([CH3:20])([CH3:19])[N:6]3[C:7]=2[CH:8]=[CH:9][CH:10]=1 |f:1.2.3.4|. Reactants: FC1=C2C=C(NC2=CC=C1)C1=CC(=NC=C1C=C(C)C)C=1C(=CC2=C(C(=C(O2)C2=CC=C(C=C2)F)C(=O)NC)C1)N(S(=O)(=O)C)C (5-(4-(4-fluoro-1H-indol-2-yl)-5-(2-methylprop-1-en-1-yl)pyridin-2-yl)-2-(4-fluorophenyl)-N-methyl-6-(N-methylmethylsulfonamido)benzofuran-3-carboxamide), [O-]P(=O)([O-])[O-].[K+].[K+].[K+] (K3PO4). The product is FC=1C=2C=C3N(C(CC=4C=NC(=CC34)C=3C(=CC4=C(C(=C(O4)C4=CC=C(C=C4)F)C(=O)NC)C3)N(S(=O)(=O)C)C)(C)C)C2C=CC1 (5-(11-fluoro-6,6-dimethyl-5,6-dihydroindolo[2,1-a][2,6]naphthyridin-2-yl)-2-(4-fluorophenyl)-N-methyl-6-(N-methylmethylsulfonamido)benzofuran-3-carboxamide). The reactants are FC1=CC=C(C=C1)CC=C (1-fluoro-4-(2-propenyl)benzene), C([O-])([O-])=O.[K+].[K+] (potassium carbonate), 86, ClC=1C=C(C=CC1)C(=O)OO (3-chlorobenzeneperoxoic acid). Run in ClCCl (dichloromethane). Conditions: time 8 hour. The product is 58.4, FC1=CC=C(C=C1)CC1OC1 (2-(4-fluorophenylmethyl)oxirane). The yield is 98.5%. Reaction SMILES: ClC1C=C(C(OO)=[O:9])C=CC=1.[F:12][C:13]1[CH:18]=[CH:17][C:16]([CH2:19][CH:20]=[CH2:21])=[CH:15][CH:14]=1.C(=O)([O-])[O-].[K+].[K+]>ClCCl>[F:12][C:13]1[CH:18]=[CH:17][C:16]([CH2:19][CH:20]2[CH2:21][O:9]2)=[CH:15][CH:14]=1 |f:2.3.4|. Reported procedure: To a stirred mixture of 86 parts of 3-chlorobenzeneperoxoic acid and 650 parts of dichloromethane are added dropwise (slowly) 53 parts of 1-fluoro-4-(2-propenyl)benzene. Upon completion, stirring is continued overnight at room temperature. Then there are added dropwise 92 parts of a potassium carbonate solution and the layers are separated. The organic phase is washed with a sodium bisulfite solution, dried, filtered and evaporated, yielding 58.4 parts (98.5%) of 2-(4-fluorophenylmethyl)oxirane ...